From a dataset of the Open Reaction Database (ORD), a public repository of structured organic reaction records. describe an organic reaction: reactants, conditions, products, and yield The reactants are C(C)(C)(C)OC(NC1=C(C=C(C=C1)C1=CC=C(C=C1)CC)N)=O ((3-amino-4′-ethyl-biphenyl-4-yl)-carbamic acid tert.-butyl ester), CC1(OC(C=C(O1)C=1C=C(C#N)C=CC1)=O)C (3-(2,2-dimethyl-6-oxo-6H-[1,3]dioxin-4-yl)-benzonitrile), C(=O)(C(F)(F)F)O (TFA). The solvent is C(Cl)Cl (CH2Cl2). Yields the product C(C)C1=CC=C(C=C1)C1=CC2=C(N=C(CC(N2)=O)C=2C=C(C#N)C=CC2)C=C1 (3-[7-(4-Ethyl-phenyl)-4-oxo-4,5-dihydro-3H-benzo[b][1,4]diazepin-2-yl]-benzonitrile). Reaction SMILES: C(OC(=O)[NH:7][C:8]1[CH:13]=[CH:12][C:11]([C:14]2[CH:19]=[CH:18][C:17]([CH2:20][CH3:21])=[CH:16][CH:15]=2)=[CH:10][C:9]=1[NH2:22])(C)(C)C.CC1(C)O[C:29]([C:31]2[CH:32]=[C:33]([CH:36]=[CH:37][CH:38]=2)[C:34]#[N:35])=[CH:28][C:27](=[O:39])O1.C(O)(C(F)(F)F)=O>C(Cl)Cl>[CH2:20]([C:17]1[CH:16]=[CH:15][C:14]([C:11]2[CH:12]=[CH:13][C:8]3[N:7]=[C:29]([C:31]4[CH:32]=[C:33]([CH:36]=[CH:37][CH:38]=4)[C:34]#[N:35])[CH2:28][C:27](=[O:39])[NH:22][C:9]=3[CH:10]=2)=[CH:19][CH:18]=1)[CH3:21]. Procedure: Prepared from (3-amino-4′-ethyl-biphenyl-4-yl)-carbamic acid tert.-butyl ester (Example G8) and 3-(2,2-dimethyl-6-oxo-6H-[1,3]dioxin-4-yl)-benzonitrile (Example J4) according to the general procedure K. The obtained material was deprotected and cyclized by treatment with TFA in CH2Cl2 according to the general procedure M. Obtained as a beige solid (67 mg). The yield is 46.7%. As a reaction SMILES: [N:1]1([CH2:6][C@@H:7]2[C@H:10]([NH:11][C:12](=[O:48])/[C:13](=[N:27]\[O:28][C:29]3([C:32]([O:34]C(C4C=CC=CC=4)C4C=CC=CC=4)=[O:33])[CH2:31][CH2:30]3)/[C:14]3[N:15]=[C:16]([NH:19]C(OC(C)(C)C)=O)[S:17][CH:18]=3)[C:9](=[O:49])[N:8]2[S:50]([OH:53])(=[O:52])=[O:51])[CH:5]=[N:4][CH:3]=[N:2]1.C(O)(C(F)(F)F)=O>C(Cl)Cl>[N:1]1([CH2:6][C@@H:7]2[C@H:10]([NH:11][C:12](=[O:48])/[C:13](=[N:27]\[O:28][C:29]3([C:32]([OH:34])=[O:33])[CH2:30][CH2:31]3)/[C:14]3[N:15]=[C:16]([NH2:19])[S:17][CH:18]=3)[C:9](=[O:49])[N:8]2[S:50]([OH:53])(=[O:51])=[O:52])[CH:5]=[N:4][CH:3]=[N:2]1. Run in C(Cl)Cl (DCM). Starting materials: N1(N=CN=C1)C[C@H]1N(C([C@H]1NC(\C(\C=1N=C(SC1)NC(=O)OC(C)(C)C)=N/OC1(CC1)C(=O)OC(C1=CC=CC=C1)C1=CC=CC=C1)=O)=O)S(=O)(=O)O ((2R,3S)-2-((1H-1,2,4-triazol-1-yl)methyl)-3-((Z)-2-((1-((benzhydryloxy)carbonyl)cyclopropoxy)imino)-2-(2-((tert-butoxycarbonyl)amino)thiazol-4-yl)acetamido)-4-oxoazetidine-1-sulfonic acid), C(=O)(C(F)(F)F)O (TFA). Yields the product N1(N=CN=C1)C[C@H]1N(C([C@H]1NC(\C(\C=1N=C(SC1)N)=N/OC1(CC1)C(=O)O)=O)=O)S(=O)(=O)O (1-(((Z)-(2-(((2R,3S)-2-((1H-1,2,4-triazol-1-yl)methyl)-4-oxo-1-sulfoazetidin-3-yl)amino)-1-(2-aminothiazol-4-yl)-2-oxoethylidene)amino)oxy)cyclopropanecarboxylic acid). Procedure: Followed the general procedure for the acid mediated deprotection using (2R,3S)-2-((1H-1,2,4-triazol-1-yl)methyl)-3-((Z)-2-((1-((benzhydryloxy)carbonyl)cyclopropoxy)imino)-2-(2-((tert-butoxycarbonyl)amino)thiazol-4-yl)acetamido)-4-oxoazetidine-1-sulfonic acid (164 mg, 0.214 mmol), DCM (2.14 mL) and TFA (989 μl, 12.8 mmol). The crude residue purified by reverse phase prep HPLC (XSelect CSH, 30×100 mm, 5 μm, C18 column; ACN-water with 0.1% formic acid modifier, 60 mL/min), affording the title comp... Starting materials: C([O-])([O-])=O.[Li+].[Li+] (lithium carbonate), C(C)[C@]1([C@@H](NCC1)C(C)C)O ((2S,3S)-3-ethyl-2-isopropylpyrrolidin-3-ol), FC1=C(C#N)C=CC(=C1)F (2,4-difluorobenzonitrile). Yields the product C(C)[C@]1([C@@H](N(CC1)C1=CC(=C(C#N)C=C1)F)C(C)C)O (4-[(2S,3S)-3-ethyl-3-hydroxy-2-isopropylpyrrolidin-1-yl]-2-fluorobenzonitrile), oil. Isolated yield 62.0%. RXN SMILES: [CH2:1]([C@:3]1([OH:11])[CH2:7][CH2:6][NH:5][C@H:4]1[CH:8]([CH3:10])[CH3:9])[CH3:2].[F:12][C:13]1[CH:20]=[C:19](F)[CH:18]=[CH:17][C:14]=1[C:15]#[N:16].C(=O)([O-])[O-].[Li+].[Li+]>>[CH2:1]([C@:3]1([OH:11])[CH2:7][CH2:6][N:5]([C:19]2[CH:18]=[CH:17][C:14]([C:15]#[N:16])=[C:13]([F:12])[CH:20]=2)[C@H:4]1[CH:8]([CH3:10])[CH3:9])[CH3:2] |f:2.3.4|. Procedure: By an operation in the same manner as in Example 1 and using (2S,3S)-3-ethyl-2-isopropylpyrrolidin-3-ol 0.5 oxalate (162 mg), 2,4-difluorobenzonitrile (112 mg) and lithium carbonate (126 mg), the title compound was obtained as colorless oil (yield: 136 mg, yield: 62%). Reactants: ice water, C(C)(C)(C)C=1C=C(C=C2C(NC(C2)(C)C)=O)C=C(C1O)C(C)(C)C (3-(3,5-di-tert-butyl-4-hydroxybenzylidene)-5,5-dimethylpyrrolidin-2-one), C(C)(=O)O.O (acetic acid water), ClS(=O)(=O)N=C=O (chlorosulfonyl isocyanate). Solvent: C1(=CC=CC=C1)C (toluene). Conditions: temperature 90 celsius. Product: C(N)(=O)N1C(C(CC1(C)C)=CC1=CC(=C(C(=C1)C(C)(C)C)O)C(C)(C)C)=O (1-Carbamoyl-3-(3,5-di-tert-butyl-4-hydroxybenzylidene)-5,5-dimethylpyrrolidin-2-one). Yield: 29.0%. As a reaction SMILES: [C:1]([C:5]1[CH:6]=[C:7]([CH:17]=[C:18]([C:21]([CH3:24])([CH3:23])[CH3:22])[C:19]=1[OH:20])[CH:8]=[C:9]1[CH2:13][C:12]([CH3:15])([CH3:14])[NH:11][C:10]1=[O:16])([CH3:4])([CH3:3])[CH3:2].ClS([N:29]=[C:30]=[O:31])(=O)=O.C(O)(=O)C.O>C1(C)C=CC=CC=1>[C:30]([N:11]1[C:12]([CH3:14])([CH3:15])[CH2:13][C:9](=[CH:8][C:7]2[CH:6]=[C:5]([C:1]([CH3:2])([CH3:3])[CH3:4])[C:19]([OH:20])=[C:18]([C:21]([CH3:24])([CH3:23])[CH3:22])[CH:17]=2)[C:10]1=[O:16])(=[O:31])[NH2:29] |f:2.3|. Procedure details: To a suspension of 329 mg (1 mmol) of the thus obtained 3-(3,5-di-tert-butyl-4-hydroxybenzylidene)-5,5-dimethylpyrrolidin-2-one in 2 ml of dry toluene was added 96 μl (1.1 mmol) of chlorosulfonyl isocyanate under a nitrogen atmosphere. The reaction mixture was heated at 90° C. for 10 minutes and evaporated to give a residue, which was added with 2.4 ml of acetic acid/water (2/1) and heated at 90° C. for 10 minutes. The reaction mixture was then poured into ice-water and extracted with dichlorome... The reactants are C(C1=CC=CC=C1)OC([C@H](CCC(=O)OCC1=CC=CC=C1)NC(C1=CC=C(C=C1)N1CCC(CC1)=O)=O)=O ((2S)-2-[4-(4-Oxo-piperidine-1-yl)-benzoylamino]-pentanedioic acid dibenzyl ester), NC[C@H](O)C=1C=CC(=C(C1)NS(=O)(=O)C)O (N-[ 5-((1R)-2-amino-1-hydroxy-ethyl)-2-hydroxy-phenyl]-methanesulfonamide). Product: O[C@@H](CNC1CCN(CC1)C1=CC=C(C(=O)N[C@H](C(=O)O)CCC(=O)O)C=C1)C1=CC(=C(C=C1)O)NS(=O)(=O)C ((2S)-2-[(4-{4-[((2R)-2-Hydroxy-2-{4-hydroxy-3-[(methylsulfonyl)amino]phenyl}-ethyl)amino]-1-piperidineyl}benzoyl)amino]pentanedioic acid). As a reaction SMILES: C([O:8][C:9](=[O:39])[C@@H:10]([NH:23][C:24](=[O:38])[C:25]1[CH:30]=[CH:29][C:28]([N:31]2[CH2:36][CH2:35][C:34](=O)[CH2:33][CH2:32]2)=[CH:27][CH:26]=1)[CH2:11][CH2:12][C:13]([O:15]CC1C=CC=CC=1)=[O:14])C1C=CC=CC=1.[NH2:40][CH2:41][C@@H:42]([C:44]1[CH:45]=[CH:46][C:47]([OH:55])=[C:48]([NH:50][S:51]([CH3:54])(=[O:53])=[O:52])[CH:49]=1)[OH:43]>>[OH:43][C@H:42]([C:44]1[CH:45]=[CH:46][C:47]([OH:55])=[C:48]([NH:50][S:51]([CH3:54])(=[O:53])=[O:52])[CH:49]=1)[CH2:41][NH:40][CH:34]1[CH2:33][CH2:32][N:31]([C:28]2[CH:29]=[CH:30][C:25]([C:24]([NH:23][C@@H:10]([CH2:11][CH2:12][C:13]([OH:15])=[O:14])[C:9]([OH:39])=[O:8])=[O:38])=[CH:26][CH:27]=2)[CH2:36][CH2:35]1. Procedure details: The title compound was prepared from (2S)-2-[4-(4-oxo-piperidine-1-yl)-benzoylamino]-pentanedioic acid dibenzyl ester (which was obtained in Example 156) and N-[ 5-((1R)-2-amino-1-hydroxy-ethyl)-2-hydroxy-phenyl]-methanesulfonamide (which was obtained in Example 10) according to the procedure of Example 179 as a white solid; mp >230° C. (decomposed); 1H NMR (300 MHz, DMSO-d6) δ 1.40-1.60 (m, 2H), 1.90-2.10 (m, 4H), 2.31 (t, J=7.5 Hz, 2H), 2.65-3.20 (m, 7H), 3.00 (s, 3H), 3.85-4.00 (m, 2H), 4.25-... Reactants: BrCC1=C(C=CC=C1)C=1C2=CC=CC=C2N=C2C=CC=CC12 (9-(2-bromomethylphenyl)acridine), [Br-].C(CCC)[N+]1=CC=C(C=C1)C1=CC=[NH+]C=C1.[Br-] (1-butyl-4,4′-bipyridinium bromide). Solvent: C(C)#N (acetonitrile). Product: formula 1c, C1=CC=CC2=NC3=CC=CC=C3C=C12 (acridine). Isolated yield 35.0%. As a reaction SMILES: BrCC1C=CC=CC=1[C:9]1[C:10]2[C:15]([N:16]=[C:17]3[C:22]=1[CH:21]=[CH:20][CH:19]=[CH:18]3)=[CH:14][CH:13]=[CH:12][CH:11]=2.[Br-].C([N+]1C=CC(C2C=C[NH+]=CC=2)=CC=1)CCC.[Br-]>C(#N)C>[CH:11]1[C:10]2[C:15](=[N:16][C:17]3[C:22]([CH:9]=2)=[CH:21][CH:20]=[CH:19][CH:18]=3)[CH:14]=[CH:13][CH:12]=1 |f:1.2.3|. Reported procedure: A solution of 9-(2-bromomethylphenyl)acridine (1-5 mmol) and 1-butyl-4,4′-bipyridinium bromide (1-5 mmol) in the ratio of 1:1 in dry acetonitrile (30-120 mL) was stirred at 50° C. for 15h. The precipitated solid thus obtained was filtered, washed with dry acetonitrile and dichloromethane to remove any unreacted starting materials. The solid was further purified by soxhlet extraction with dichloromethane to give compound of formula 1c (wherein n=1, R=—MV2+—(CH2)3—CH3, X=Br and acridine is at the ... Starting materials: O=C([O-])[O-], CCOCCl, CC(C)=O, [K+], [K+], c1cn[nH]c1. Yields the product CCOCn1cccn1. As a reaction SMILES: [C:6](=[O:7])([O-:8])[O-:9].[CH2:12]([CH3:13])[O:14][CH2:15][Cl:16].[CH3:17][C:18](=[O:19])[CH3:20].[K+:10].[K+:11].[nH:1]1[n:2][cH:3][cH:4][cH:5]1>>[n:1]1([CH2:15][O:14][CH2:12][CH3:13])[n:2][cH:3][cH:4][cH:5]1. Starting materials: CC1(COC(OC1)CCC(=O)C1=CC=C(C=C1)S(=O)(=O)C)C (3-(5.5-dimethyl-1,3-dioxan-2-yl)-1-[4-(methylsulfonyl)phenyl]propan-1-one), FC1=CC=C(N)C=C1 (4-fluoroaniline), C1(=CC=C(C=C1)S(=O)(=O)O)C (p-toluenesulfonic acid). The solvent is C1(=CC=CC=C1)C (toluene). The product is FC1=CC=C(C=C1)N1C(=CC=C1)C1=CC=C(C=C1)S(=O)(=O)C (1-[4-fluorophenyl)-2-[4-(methylsulfonyl)phenyl]-1H-pyrrole). Yield: 45.0%. Reaction SMILES: CC1(C)CO[CH:5]([CH2:8][CH2:9][C:10]([C:12]2[CH:17]=[CH:16][C:15]([S:18]([CH3:21])(=[O:20])=[O:19])=[CH:14][CH:13]=2)=O)OC1.[F:23][C:24]1[CH:30]=[CH:29][C:27]([NH2:28])=[CH:26][CH:25]=1.C1(C)C=CC(S(O)(=O)=O)=CC=1>C1(C)C=CC=CC=1>[F:23][C:24]1[CH:30]=[CH:29][C:27]([N:28]2[CH:5]=[CH:8][CH:9]=[C:10]2[C:12]2[CH:13]=[CH:14][C:15]([S:18]([CH3:21])(=[O:19])=[O:20])=[CH:16][CH:17]=2)=[CH:26][CH:25]=1. Procedure: A mixture of 3-(5,5-dimethyl-1,3-dioxan-2-yl)-1-[4-(methylsulfonyl)phenyl]propan-1-one (Step 5), (1.6 g, 4.9 mmol), 4-fluoroaniline (510 μl, 5.4 mmol) and p-toluenesulfonic acid (120 mg) in toluene (200 ml) was heated to reflux for 72 hours. The reaction mixture was cooled, filtered and concentrated. The crude solid (2.48 g) was purified by chromatography (silica gel, hexane/ethyl acetate, 6/4) to give 1-[4-fluorophenyl)-2-[4-(methylsulfonyl)phenyl]-1H-pyrrole (695 mg, 45%) as a white solid: mp ... Reactants: C(C)(C)(C)OC(=O)N1CCC(CC1)C1(CC=2C(=CN=C(C2)Cl)O1)C (4-(5-Chloro-2-methyl-2,3-dihydro-furo[2,3-c]pyridin-2-yl)-piperidine-1-carboxylic acid tert-butyl ester), C(C1=CC=CC=C1)OC(=O)N1CCNCC1 (piperazine-1-carboxylic acid benzyl ester), CC1(C2=C(C(=CC=C2)P(C3=CC=CC=C3)C4=CC=CC=C4)OC5=C(C=CC=C51)P(C6=CC=CC=C6)C7=CC=CC=C7)C (Xantphos), CC(C)(C)[O-].[K+] (potassium tert-butylate). Reagents/catalysts: C=1C=CC(=CC1)/C=C/C(=O)/C=C/C2=CC=CC=C2.C=1C=CC(=CC1)/C=C/C(=O)/C=C/C2=CC=CC=C2.C=1C=CC(=CC1)/C=C/C(=O)/C=C/C2=CC=CC=C2.[Pd].[Pd] (Pd2(dba)3). The solvent is C1(=CC=CC=C1)C (toluene). Run at temperature 105 celsius, time 4 hour. Yields the product C(C1=CC=CC=C1)OC(=O)N1CCN(CC1)C=1C=C2C(=CN1)OC(C2)C2CCN(CC2)C(=O)OC(C)(C)C (4-[2-(1-tert-Butoxycarbonyl-piperidin-4-yl)-2,3-dihydro-furo[2,3-c]pyridin-5-yl]-piperazine-1-carboxylic acid benzyl ester). Reaction SMILES: [C:1]([O:5][C:6]([N:8]1[CH2:13][CH2:12][CH:11]([C:14]2(C)[O:23][C:17]3=[CH:18][N:19]=[C:20](Cl)[CH:21]=[C:16]3[CH2:15]2)[CH2:10][CH2:9]1)=[O:7])([CH3:4])([CH3:3])[CH3:2].[CH2:25]([O:32][C:33]([N:35]1[CH2:40][CH2:39][NH:38][CH2:37][CH2:36]1)=[O:34])[C:26]1[CH:31]=[CH:30][CH:29]=[CH:28][CH:27]=1.CC1(C)C2C(=C(P(C3C=CC=CC=3)C3C=CC=CC=3)C=CC=2)OC2C(P(C3C=CC=CC=3)C3C=CC=CC=3)=CC=CC1=2.CC([O-])(C)C.[K+]>C1(C)C=CC=CC=1.C1C=CC(/C=C/C(/C=C/C2C=CC=CC=2)=O)=CC=1.C1C=CC(/C=C/C(/C=C/C2C=CC=CC=2)=O)=CC=1.C1C=CC(/C=C/C(/C=C/C2C=CC=CC=2)=O)=CC=1.[Pd].[Pd]>[CH2:25]([O:32][C:33]([N:35]1[CH2:40][CH2:39][N:38]([C:20]2[CH:21]=[C:16]3[CH2:15][CH:14]([CH:11]4[CH2:10][CH2:9][N:8]([C:6]([O:5][C:1]([CH3:4])([CH3:3])[CH3:2])=[O:7])[CH2:13][CH2:12]4)[O:23][C:17]3=[CH:18][N:19]=2)[CH2:37][CH2:36]1)=[O:34])[C:26]1[CH:31]=[CH:30][CH:29]=[CH:28][CH:27]=1 |f:3.4,6.7.8.9.10|. Procedure details: 4-(5-Chloro-2-methyl-2,3-dihydro-furo[2,3-c]pyridin-2-yl)-piperidine-1-carboxylic acid tert-butyl ester (530 mg) is added to a mixture of piperazine-1-carboxylic acid benzyl ester (460 μL), Pd2(dba)3 (360 mg), Xantphos (700 mg), and potassium tert-butylate (270 mg) in toluene (16 mL) under an argon atmosphere. The reaction mixture is stirred in an oil bath at 105° C. for 4 h. The reaction mixture is concentrated in vacuo and chromatographed on silica gel (cyclohexane/ethyl acetate 70:30→35:65) t...